Dataset: the Open Reaction Database (ORD), a public repository of structured organic reaction records. Task: describe an organic reaction: reactants, conditions, products, and yield Reactants: C(=O)(OC(C)(C)C)NCCNC1=NNC2=NC=NC(=C21)NC2=CC(=CC=C2)Cl (3-[2-(Boc-amino)-ethylamino]-4-(3-chloro-phenylamino)-1H-pyrazolo[3,4-d]pyrimidine). The solvent is Cl (hydrochloric acid). Run at temperature 20 celsius, time 18 hour. The product is Cl.Cl.NCCNC1=NNC2=NC=NC(=C21)NC2=CC(=CC=C2)Cl (3-(2-aminoethylamino)-4-(3-chloro-phenylamino)-1H-pyrazolo[3,4-d]pyrimidine dihydrochloride). RXN SMILES: C([NH:8][CH2:9][CH2:10][NH:11][C:12]1[C:20]2[C:15](=[N:16][CH:17]=[N:18][C:19]=2[NH:21][C:22]2[CH:27]=[CH:26][CH:25]=[C:24]([Cl:28])[CH:23]=2)[NH:14][N:13]=1)(OC(C)(C)C)=O>Cl>[ClH:28].[ClH:28].[NH2:8][CH2:9][CH2:10][NH:11][C:12]1[C:20]2[C:15](=[N:16][CH:17]=[N:18][C:19]=2[NH:21][C:22]2[CH:27]=[CH:26][CH:25]=[C:24]([Cl:28])[CH:23]=2)[NH:14][N:13]=1 |f:2.3.4|. Reported procedure: 15 g (36.25 mmol) of 3-[2-(Boc-amino)-ethylamino]-4-(3-chloro-phenylamino)-1H-pyrazolo[3,4-d]pyrimidine (water content: 2.39%; see Example 105) are dissolved in 250 ml of 3N methanolic hydrochloric acid and the reaction mixture is stirred at 20° C. for 18 hours. Subsequent filtration and washing the filter residue with methanol and diethyl ether yield 3-(2-aminoethylamino)-4-(3-chloro-phenylamino)-1H-pyrazolo[3,4-d]pyrimidine dihydrochloride having a water content of 3.31%; m.p.>260° C. Reactants: ClCl (chlorine), C27H24Cl2N4O2, CC=1C=C(C(=O)O)C=CC1C(=O)N1CCCC1 (3-methyl-4-(pyrrolidin-1-ylcarbonyl)benzoic acid), CN(C)C(=[N+](C)C)ON1C2=C(C=CC=C2)N=N1.[B-](F)(F)(F)F (TBTU), C(C)(C)N(CC)C(C)C (diisopropylethylamine), ClC1=CC2=C(NC(=N2)C(C2=C(C=CC=C2)Cl)N)C=C1 (C-(5-chloro-1H-benzimidazol-2-yl)-C-(2-chlorophenyl)methylamine). Run in ClCCl.CO (dichloromethane methanol), CN(C=O)C (dimethylformamide). The product is ClC1=CC2=C(NC(=N2)C(NC(C2=CC(=C(C=C2)C(=O)N2CCCC2)C)=O)C2=C(C=CC=C2)Cl)C=C1 (rac.-N-[(5-chloro-1H-benzimidazol-2-yl)-(2-chlorophenyl)methyl]-3-methyl-4-(pyrrolidin-1-ylcarbonyl)benzamide). Yield: 63.0%. As a reaction SMILES: [CH3:1][C:2]1[CH:3]=[C:4]([CH:8]=[CH:9][C:10]=1[C:11]([N:13]1[CH2:17][CH2:16][CH2:15][CH2:14]1)=[O:12])[C:5]([OH:7])=O.CN(C(ON1N=NC2C=CC=CC1=2)=[N+](C)C)C.[B-](F)(F)(F)F.C(N(C(C)C)CC)(C)C.[Cl:49][C:50]1[CH:67]=[CH:66][C:53]2[NH:54][C:55]([CH:57]([NH2:65])[C:58]3[CH:63]=[CH:62][CH:61]=[CH:60][C:59]=3[Cl:64])=[N:56][C:52]=2[CH:51]=1.ClCl>CN(C)C=O.ClCCl.CO>[Cl:49][C:50]1[CH:67]=[CH:66][C:53]2[NH:54][C:55]([CH:57]([C:58]3[CH:63]=[CH:62][CH:61]=[CH:60][C:59]=3[Cl:64])[NH:65][C:5](=[O:7])[C:4]3[CH:8]=[CH:9][C:10]([C:11]([N:13]4[CH2:17][CH2:16][CH2:15][CH2:14]4)=[O:12])=[C:2]([CH3:1])[CH:3]=3)=[N:56][C:52]=2[CH:51]=1 |f:1.2,7.8|. Procedure: Prepared analogously to Example 1g from 3-methyl-4-(pyrrolidin-1-ylcarbonyl)benzoic acid, TBTU, diisopropylethylamine, and C-(5-chloro-1H-benzimidazol-2-yl)-C-(2-chlorophenyl)methylamine in dimethylformamide. Yield: 63%; Rf value: 0.?? (silica gel; dichloromethane/methanol=95:5); C27H24Cl2N4O2 (507.42); mass spectrum: (M−H)-=505/507/509 (chlorine isotope). The reactants are C(C)OCCN1C(=NC2=C1C=CC=C2)N2CCNCCC2 (4-(1-(2-ethoxyethyl)-1H-benzimidazol-2-yl)[1,4]diazepane), I (hydriodic acid), C(C)O (ethanol). Run in C(C)OCC (diethyl ether), C(C)OCC (diethyl ether). Yields the product I.C(C)OCCN1C(=NC2=C1C=CC=C2)N2CCNCCC2 (4-(1-(2-Ethoxyethyl)-1H-benzimidazol-2-yl)[1,4]diazepane hydriodic Acid Salt). As a reaction SMILES: [CH2:1]([O:3][CH2:4][CH2:5][N:6]1[C:10]2[CH:11]=[CH:12][CH:13]=[CH:14][C:9]=2[N:8]=[C:7]1[N:15]1[CH2:21][CH2:20][CH2:19][NH:18][CH2:17][CH2:16]1)[CH3:2].[IH:22].C(O)C>C(OCC)C>[IH:22].[CH2:1]([O:3][CH2:4][CH2:5][N:6]1[C:10]2[CH:11]=[CH:12][CH:13]=[CH:14][C:9]=2[N:8]=[C:7]1[N:15]1[CH2:21][CH2:20][CH2:19][NH:18][CH2:17][CH2:16]1)[CH3:2] |f:4.5|. Procedure details: Combine 4-(1-(2-ethoxyethyl)-1H-benzimidazol-2-yl)[1,4]diazepane (1.30 g), 48% hydriodic acid (10 mL), ethanol (10 mL), and diethyl ether (80 mL) and stir. After 30 minutes add diethyl ether, (800 mL) and continue to stir to give a solid. Collect the solid by filtration and dry in vacuo to give the title compound: mp; 156-163° C. The reactants are SC=1NC2=C(N1)C=CC=C2 (2-mercaptobenzimidazole), BrC(C#N)C1=NC=CC=C1 (bromo(2-pyridyl)acetonitrile), C([O-])([O-])=O.[K+].[K+] (potassium carbonate). Solvent: CN(C=O)C (N,N-dimethylformamide). Reaction conditions: temperature 60 celsius. Yields the product N1=C(NC2=C1C=CC=C2)SC(C#N)C2=NC=CC=C2 ([(2-benzimidazolyl)thio](2-pyridyl)acetonitrile). Isolated yield 8.3%. As a reaction SMILES: [SH:1][C:2]1[NH:3][C:4]2[CH:10]=[CH:9][CH:8]=[CH:7][C:5]=2[N:6]=1.Br[CH:12]([C:15]1[CH:20]=[CH:19][CH:18]=[CH:17][N:16]=1)[C:13]#[N:14].C(=O)([O-])[O-].[K+].[K+]>CN(C)C=O>[N:3]1[C:4]2[CH:10]=[CH:9][CH:8]=[CH:7][C:5]=2[NH:6][C:2]=1[S:1][CH:12]([C:15]1[CH:20]=[CH:19][CH:18]=[CH:17][N:16]=1)[C:13]#[N:14] |f:2.3.4|. Procedure details: A mixture of 2-mercaptobenzimidazole (0.30 g, 3.0 mmole), bromo(2-pyridyl)acetonitrile (0.59 g, 3.0 mmole) and potassium carbonate (0.37 g 3.0 mmole) in 50 ml of dry N,N-dimethylformamide was heated at 60° C. for 6 h. The solvent was evaporated. The residue was dissolved in ethyl acetate, washed with water and then saturated sodium chloride solution. The organic layer was dried over magnesium sulfate and evaporated to give a solid. The crude product was further purified by column chromatography ... Reactants: CN(CCNC(=O)C1=CC=CC2=NC3=CC=C4C(=C3N=C12)C=CC=C4N)C (4-amino-benzo[a]phenazine-11-carboxylic acid (2-dimethylamino-ethyl)-amide), N1=CC=CC=C1 (pyridine), C(C)(=O)Cl (acetyl chloride). Solvent: O1CCCC1 (tetrahydrofuran). Run at time 1 hour. The product is CN(CCNC(=O)C1=CC=CC2=NC3=CC=C4C(=C3N=C12)C=CC=C4NC(C)=O)C (4-Acetylamino-benzo[a]phenazine-11-carboxylic acid (2-dimethylamino-ethyl)-amide). As a reaction SMILES: [CH3:1][N:2]([CH3:27])[CH2:3][CH2:4][NH:5][C:6]([C:8]1[C:21]2[C:12](=[N:13][C:14]3[C:19]([N:20]=2)=[C:18]2[CH:22]=[CH:23][CH:24]=[C:25]([NH2:26])[C:17]2=[CH:16][CH:15]=3)[CH:11]=[CH:10][CH:9]=1)=[O:7].N1C=CC=CC=1.[C:34](Cl)(=[O:36])[CH3:35]>O1CCCC1>[CH3:1][N:2]([CH3:27])[CH2:3][CH2:4][NH:5][C:6]([C:8]1[C:21]2[C:12](=[N:13][C:14]3[C:19]([N:20]=2)=[C:18]2[CH:22]=[CH:23][CH:24]=[C:25]([NH:26][C:34](=[O:36])[CH3:35])[C:17]2=[CH:16][CH:15]=3)[CH:11]=[CH:10][CH:9]=1)=[O:7]. Reported procedure: To a solution of 4-amino-benzo[a]phenazine-11-carboxylic acid (2-dimethylamino-ethyl)-amide (20 mg) in tetrahydrofuran (5 mL) was added pyridine (0.1 mL) and acetyl chloride (20 μL). After stirring for 1 hour the reaction mixture was extracted into ethyl acetate, washed with sodium bicarbonate solution, dried (MgSO4) and the solvent removed in vacuo The residue was triturated with ether to yield the title compound as a yellow solid (10 mg).